This data is from the Open Reaction Database (ORD), a public repository of structured organic reaction records. The task is: describe an organic reaction: reactants, conditions, products, and yield Procedure details: To a cooled mixture of N-((trans-2-aminocyclohexyl)methyl)-2-(5-chloro-1-tosyl-1H-pyrrolo[2,3-b]pyridin-3-yl)-5-fluoropyrimidin-4-amine (0.060 g, 0.093 mmol) and iPr2NEt (0.057 mL, 0.330 mmol) in CH2Cl2 (2 mL) at 0° C., was added 2-methoxyacetyl chloride (0.010 g, 0.098 mmol). After 5 min, the solution was allowed to warm to room temperature. After 3 hours, the mixture was concentrated in vacuo, taken up in THF (1 mL) and treated with LiOH (0.326 mL, 1.0 M solution) at 120° C. for 10 min. The re... The solvent is C(Cl)Cl (CH2Cl2). The product is ClC=1C=C2C(=NC1)NC=C2C2=NC=C(C(=N2)NC[C@H]2[C@@H](CCCC2)NC(COC)=O)F (N-(trans-2-((2-(5-chloro-1H-pyrrolo[2,3-b]pyridin-3-yl)-5-fluoropyrimidin-4-ylamino)methyl)cyclohexyl)-2-methoxyethanamide). Reactants: N[C@H]1[C@@H](CCCC1)CNC1=NC(=NC=C1F)C1=CN(C2=NC=C(C=C21)Cl)S(=O)(=O)C2=CC=C(C)C=C2 (N-((trans-2-aminocyclohexyl)methyl)-2-(5-chloro-1-tosyl-1H-pyrrolo[2,3-b]pyridin-3-yl)-5-fluoropyrimidin-4-amine), CCN(C(C)C)C(C)C (iPr2NEt), COCC(=O)Cl (2-methoxyacetyl chloride). RXN SMILES: [NH2:1][C@@H:2]1[CH2:7][CH2:6][CH2:5][CH2:4][C@H:3]1[CH2:8][NH:9][C:10]1[C:15]([F:16])=[CH:14][N:13]=[C:12]([C:17]2[C:25]3[C:20](=[N:21][CH:22]=[C:23]([Cl:26])[CH:24]=3)[N:19](S(C3C=CC(C)=CC=3)(=O)=O)[CH:18]=2)[N:11]=1.CCN(C(C)C)C(C)C.[CH3:46][O:47][CH2:48][C:49](Cl)=[O:50]>C(Cl)Cl>[Cl:26][C:23]1[CH:24]=[C:25]2[C:17]([C:12]3[N:11]=[C:10]([NH:9][CH2:8][C@@H:3]4[CH2:4][CH2:5][CH2:6][CH2:7][C@H:2]4[NH:1][C:49](=[O:50])[CH2:48][O:47][CH3:46])[C:15]([F:16])=[CH:14][N:13]=3)=[CH:18][NH:19][C:20]2=[N:21][CH:22]=1. Reaction conditions: time 5 minute.